From a dataset of the Open Reaction Database (ORD), a public repository of structured organic reaction records. describe an organic reaction: reactants, conditions, products, and yield Starting materials: C(CC)C1=NC2=C(N1CC1=CC=C(C=C1)OC(C1=CC=CC=C1)C(=O)OCC)C=CC=C2C (2-n-propyl-4-methyl-1-[4-[(α-ethoxycarbonyl)benzyloxy]benzyl]benzimidazole), [OH-].[Na+] (sodium hydroxide). Solvent: C(C)O (ethanol). Reaction conditions: time 30 minute. Yields the product C(CC)C1=NC2=C(N1CC1=CC=C(C=C1)OC(C1=CC=CC=C1)C(=O)O)C=CC=C2C (2-n-Propyl-4-methyl-1-[4-[(α-carboxy)benzyloxy]benzyl]benzimidazole). Reaction SMILES: [CH2:1]([C:4]1[N:8]([CH2:9][C:10]2[CH:15]=[CH:14][C:13]([O:16][CH:17]([C:24]([O:26]CC)=[O:25])[C:18]3[CH:23]=[CH:22][CH:21]=[CH:20][CH:19]=3)=[CH:12][CH:11]=2)[C:7]2[CH:29]=[CH:30][CH:31]=[C:32]([CH3:33])[C:6]=2[N:5]=1)[CH2:2][CH3:3].[OH-].[Na+]>C(O)C>[CH2:1]([C:4]1[N:8]([CH2:9][C:10]2[CH:11]=[CH:12][C:13]([O:16][CH:17]([C:24]([OH:26])=[O:25])[C:18]3[CH:23]=[CH:22][CH:21]=[CH:20][CH:19]=3)=[CH:14][CH:15]=2)[C:7]2[CH:29]=[CH:30][CH:31]=[C:32]([CH3:33])[C:6]=2[N:5]=1)[CH2:2][CH3:3] |f:1.2|. Reported procedure: 500 mg (1.1 mMol) of 2-n-propyl-4-methyl-1-[4-[(α-ethoxycarbonyl)benzyloxy]benzyl]benzimidazole are dissolved in 10 ml of ethanol and mixed with 10 ml of 1N sodium hydroxide solution. The mixture is stirred at ambient temperature for 30 minutes. Then the mixture is concentrated by evaporation and taken up in water. The solution is acidified by the addition of glacial acetic acid. The precipitate formed is suction filtered, washed with water until neutral and dried. The crude product is taken up ... Starting materials: O (water), COC=1C=C2C=CC(=CC2=CC1)C=O (6-methoxy-2-naphthaldehyde), [C-]#N.[Na+] (sodium cyanide), C(C)(=O)O (acetic acid). The solvent is C(C)O (ethanol). The product is C(#N)C1=C(C=CC2=CC(=CC=C12)OC)CO (α-cyano-(6-methoxy-2-naphthyl)methanol). Reaction SMILES: [CH3:1][O:2][C:3]1[CH:4]=[C:5]2[C:10](=[CH:11][CH:12]=1)[CH:9]=[C:8]([CH:13]=[O:14])[CH:7]=[CH:6]2.[C-:15]#[N:16].[Na+].C(O)(=O)C.O>C(O)C>[C:15]([C:9]1[C:10]2[C:5](=[CH:4][C:3]([O:2][CH3:1])=[CH:12][CH:11]=2)[CH:6]=[CH:7][C:8]=1[CH2:13][OH:14])#[N:16] |f:1.2|. Reported procedure: 6.5 g of 6-methoxy-2-naphthaldehyde are treated with a solution of 4.28 g of sodium cyanide in 115 ml of 95% ethanol. 11.5 ml of acetic acid are then added dropwise at 0° C. over a period of 1 hour. The mixture is left to react overnight and then 400 ml of water are needed. The mixture is extracted three times with ether, the ether extracts are washed with 10% potassium bicarbonate solution and semisaturated and saturated sodium chloride solution. The extracts are dried over sodium sulfate and e... The reactants are CCOC(=O)CC(c1cccc(Br)c1)n1cc(-c2ncnc3c2ccn3COCC[Si](C)(C)C)cn1, CC(C)C[Al+]CC(C)C, CCCCCC, ClCCl, [H-]. Reaction SMILES: [Br:11][c:12]1[cH:13][c:14]([CH:18]([CH2:19][C:20](=[O:21])[O:22][CH2:23][CH3:24])[n:25]2[n:26][cH:27][c:28](-[c:30]3[c:31]4[c:32]([n:33][cH:34][n:35]3)[n:36]([CH2:39][O:40][CH2:41][CH2:42][Si:43]([CH3:44])([CH3:45])[CH3:46])[cH:37][cH:38]4)[cH:29]2)[cH:15][cH:16][cH:17]1.[CH2:2]([Al+:3][CH2:4][CH:5]([CH3:6])[CH3:7])[CH:8]([CH3:9])[CH3:10].[CH3:50][CH2:51][CH2:52][CH2:53][CH2:54][CH3:55].[Cl:47][CH2:48][Cl:49].[H-:1]>>[Br:11][c:12]1[cH:13][c:14]([CH:18]([CH2:19][CH:20]=[O:21])[n:25]2[n:26][cH:27][c:28](-[c:30]3[c:31]4[c:32]([n:33][cH:34][n:35]3)[n:36]([CH2:39][O:40][CH2:41][CH2:42][Si:43]([CH3:44])([CH3:45])[CH3:46])[cH:37][cH:38]4)[cH:29]2)[cH:15][cH:16][cH:17]1. The product is C[Si](C)(C)CCOCn1ccc2c(-c3cnn(C(CC=O)c4cccc(Br)c4)c3)ncnc21. Starting materials: BrC1=C(C#N)C=CC=C1F (2-Bromo-3-fluorobenzonitrile), FC1=C(C=C(C=C1)[N+](=O)[O-])B1OC(C(O1)(C)C)(C)C (2-(2-fluoro-5-nitrophenyl)-4,4,5,5-tetramethyl-[1,3,2]dioxaborolane). Product: FC=1C=CC=C(C1C1=C(C=CC(=C1)[N+](=O)[O-])F)C#N (6,2′-difluoro-5′-nitrobiphenyl-2-carbonitrile). RXN SMILES: Br[C:2]1[C:9]([F:10])=[CH:8][CH:7]=[CH:6][C:3]=1[C:4]#[N:5].[F:11][C:12]1[CH:17]=[CH:16][C:15]([N+:18]([O-:20])=[O:19])=[CH:14][C:13]=1B1OC(C)(C)C(C)(C)O1>>[F:10][C:9]1[CH:8]=[CH:7][CH:6]=[C:3]([C:4]#[N:5])[C:2]=1[C:13]1[CH:14]=[C:15]([N+:18]([O-:20])=[O:19])[CH:16]=[CH:17][C:12]=1[F:11]. Procedure: 2-Bromo-3-fluorobenzonitrile (2.50 g, 12.5 mmol) was coupled to 2-(2-fluoro-5-nitrophenyl)-4,4,5,5-tetramethyl-[1,3,2]dioxaborolane as described in Example 4 to give 6,2′-difluoro-5′-nitrobiphenyl-2-carbonitrile as a black solid: 1H NMR (360 MHz, CDCl3) δ 7.40-7.44 (1H, m), 7.47-7.52 (1H, m), 7.59-7.67 (2H, m), 8.37-8.44 (2H, m). Reactants: ClC=1C(=C(C=CC1)CNC=1N=C(SC1C(=O)N)N1CCOCC1)C (4-{[(3-chloro-2-methylphenyl)methyl]amino}-2-(4-morpholinyl)-1,3-thiazole-5-carboxamide), S(C1=CC=CC=C1)CC(=O)Cl (thiophenoxyacetyl chloride). Run in O1CCCC1 (Tetrahydrofuran). Run at time 3 hour. Yields the product ClC=1C(=C(C=CC1)CN1C(=NC(C2=C1N=C(S2)N2CCOCC2)=O)CSC2=CC=CC=C2)C (4-[(3-chloro-2-methylphenyl)methyl]-2-(4-morpholinyl)-5-[(phenylthio)methyl][1,3]thiazolo[4,5-d]pyrimidin-7(4H)-one). Reaction SMILES: [Cl:1][C:2]1[C:3]([CH3:24])=[C:4]([CH2:8][NH:9][C:10]2[N:11]=[C:12]([N:18]3[CH2:23][CH2:22][O:21][CH2:20][CH2:19]3)[S:13][C:14]=2[C:15]([NH2:17])=[O:16])[CH:5]=[CH:6][CH:7]=1.[S:25]([CH2:32][C:33](Cl)=O)[C:26]1[CH:31]=[CH:30][CH:29]=[CH:28][CH:27]=1>O1CCCC1>[Cl:1][C:2]1[C:3]([CH3:24])=[C:4]([CH2:8][N:9]2[C:10]3[N:11]=[C:12]([N:18]4[CH2:19][CH2:20][O:21][CH2:22][CH2:23]4)[S:13][C:14]=3[C:15](=[O:16])[N:17]=[C:33]2[CH2:32][S:25][C:26]2[CH:31]=[CH:30][CH:29]=[CH:28][CH:27]=2)[CH:5]=[CH:6][CH:7]=1. Procedure: To a solution of 4-{[(3-chloro-2-methylphenyl)methyl]amino}-2-(4-morpholinyl)-1,3-thiazole-5-carboxamide (100 mg, 0.273 mmol) in Tetrahydrofuran (THF) (1363 μl) was added thiophenoxyacetyl chloride (102 mg, 0.545 mmol). The mixture was stirred at room temperature for 3 h, then irradiated (uwave) at 90° C. for 15 min. The mixture was quenched with methanol, concentrated, and purified by reversed-phase HPLC to provide 4-[(3-chloro-2-methylphenyl)methyl]-2-(4-morpholinyl)-5-[(phenylthio)methyl][1,3... Reactants: FC1=CC=C(C(=O)C2=NOC(=C2)CCO)C=C1 (2-[3-(4-fluorobenzoyl)-isoxazol-5-yl]ethanol), K2Cr2O7, OS(=O)(=O)O (H2SO4). The reagents and catalysts are S(=O)(=O)(O)[O-].C(CCC)[N+](CCCC)(CCCC)CCCC (tetrabutylammonium hydrogen sulfate). Run in C(Cl)Cl (CH2Cl2). Conditions: time 1 hour. The product is FC1=CC=C(C(=O)C2=NOC(=C2)CC(=O)O)C=C1 ([3-(4-Fluorobenzoyl)isoxazol-5-yl]acetic acid). Reaction SMILES: [F:1][C:2]1[CH:17]=[CH:16][C:5]([C:6]([C:8]2[CH:12]=[C:11]([CH2:13][CH2:14][OH:15])[O:10][N:9]=2)=[O:7])=[CH:4][CH:3]=1.[OH:18]S(O)(=O)=O>S([O-])(O)(=O)=O.C([N+](CCCC)(CCCC)CCCC)CCC.C(Cl)Cl>[F:1][C:2]1[CH:17]=[CH:16][C:5]([C:6]([C:8]2[CH:12]=[C:11]([CH2:13][C:14]([OH:18])=[O:15])[O:10][N:9]=2)=[O:7])=[CH:4][CH:3]=1 |f:2.3|. Procedure details: To a mixture of 13.5 g of 2-[3-(4-fluorobenzoyl)-isoxazol-5-yl]ethanol and a few crystals of tetrabutylammonium hydrogen sulfate in 1 liter of CH2Cl2 was added 150 ml of 9M H2SO4. To this was added 16.9 g of pulverized K2Cr2O7 and the mixture was stirred at room temperature for 1 hour. The organic phase was separated from the aqueous phase and washed with water. The acid product was extracted from the organic phase using 100 ml of 5% NaHCO3. The alkaline solution was washed with CH2Cl2 several t... The reactants are C[C@H]1CN(C(O1)C(=O)OCC)C(C1=C(C=CC(=C1)C)N1N=CC=N1)=O (ethyl(2RS,5S)-5-methyl-3-[5-methyl-2-(2H-1,2,3-triazol-2-yl)benzoyl]-1,3-oxazolidine-2-carboxylate), OCC1OC(CN1C(=O)C1=C(C=CC(=C1)C)N1N=CC=N1)C ([2-(hydroxymethyl)-5-methyl-1,3-oxazolidin-3-yl][5-methyl-2-(2H-1,2,3-triazol-2-yl)phenyl]methanone), Example 5, raw material. Product: OC[C@@H]1O[C@H](CN1C(=O)C1=C(C=CC(=C1)C)N1N=CC=N1)C ([(2S,5S)-2-(hydroxymethyl)-5-methyl-1,3-oxazolidin-3-yl][5-methyl-2-(2H-1,2,3-triazol-2-yl)phenyl]methanone). RXN SMILES: [CH3:1][C@@H:2]1[O:6][CH:5]([C:7](OCC)=[O:8])[N:4]([C:12](=[O:25])[C:13]2[CH:18]=[C:17]([CH3:19])[CH:16]=[CH:15][C:14]=2[N:20]2[N:24]=[CH:23][CH:22]=[N:21]2)[CH2:3]1.OCC1N(C(C2C=C(C)C=CC=2N2N=CC=N2)=O)CC(C)O1>>[OH:8][CH2:7][C@H:5]1[N:4]([C:12]([C:13]2[CH:18]=[C:17]([CH3:19])[CH:16]=[CH:15][C:14]=2[N:20]2[N:24]=[CH:23][CH:22]=[N:21]2)=[O:25])[CH2:3][C@H:2]([CH3:1])[O:6]1. Reported procedure: By using ethyl(2RS,5S)-5-methyl-3-[5-methyl-2-(2H-1,2,3-triazol-2-yl)benzoyl]-1,3-oxazolidine-2-carboxylate obtained in Reference Example 5 (0.11 g, 0.33 mmol) as the raw material, the same procedure as in Reference Example 2 was carried out to obtain the diastereomer mixture of [2-(hydroxymethyl)-5-methyl-1,3-oxazolidin-3-yl][5-methyl-2-(2H-1,2,3-triazol-2-yl)phenyl]methanone (colorless oil). The obtained diastereomer mixture was purified by thin layer chromatography (1 mm, hexane/EtOAc=50/50) ... As a reaction SMILES: Cl[C:2]1[N:26]=[C:25]([Cl:27])[C:24]([F:28])=[CH:23][C:3]=1[C:4]([C:6](=[CH:12][NH:13][C:14]1[C:19]([F:20])=[CH:18][C:17]([F:21])=[CH:16][C:15]=1[F:22])[C:7]([O:9][CH2:10][CH3:11])=[O:8])=[O:5].C(=O)([O-])[O-].[K+].[K+]>CN(C)C=O>[Cl:27][C:25]1[N:26]=[C:2]2[C:3]([C:4](=[O:5])[C:6]([C:7]([O:9][CH2:10][CH3:11])=[O:8])=[CH:12][N:13]2[C:14]2[C:19]([F:20])=[CH:18][C:17]([F:21])=[CH:16][C:15]=2[F:22])=[CH:23][C:24]=1[F:28] |f:1.2.3|. Run in CN(C=O)C (N,N-dimethylformamide). The yield is 75.3%. Reaction conditions: time 90 minute. Reactants: ClC1=C(C(=O)C(C(=O)OCC)=CNC2=C(C=C(C=C2F)F)F)C=C(C(=N1)Cl)F (ethyl 2,6-dichloro-5-fluoronicotinoyl-3-(2,4,6-trifluorophenylamino)acrylate), C([O-])([O-])=O.[K+].[K+] (potassium carbonate), ice water. Reported procedure: With ice cooling, 5 ml of a toluene solution containing 1.39 ml of 2,4,6-trifluoroaniline was added dropwise to 10 ml of a toluene solution containing 6.40 g of ethyl 2-(2,6-dichloro-5-fluoronicotinoyl)-3-ethoxyacrylate and stirred overnight at room temperature. The solvent was distilled off then to the residue, ethanol was added. The resulting crystals were collected by filtration and washed with diethyl ether, to give ethyl 2,6-dichloro-5-fluoronicotinoyl-3-(2,4,6-trifluorophenyl)aminoacrylate... The product is ClC1=C(C=C2C(C(=CN(C2=N1)C1=C(C=C(C=C1F)F)F)C(=O)OCC)=O)F (Ethyl 7-chloro-6-fluoro-1,4-dihydro-4-oxo-1-(2,4,6-trifluorophenyl)-1,8-naphthyridine-3-carboxylate).